From a dataset of the Open Reaction Database (ORD), a public repository of structured organic reaction records. describe an organic reaction: reactants, conditions, products, and yield Starting materials: ClC1=CC=C(N)C=C1 (4-Chloroaniline), ClS(=O)(=O)N=C=O (Chlorosulfonyl isocyanate), C(C)C=1NC=CC1 (2-Ethylpyrrole). Run in O1CCCC1 (tetrahydrofuran). Run at temperature -78 celsius, time 1 hour. Yields the product ClC1=CC=C(C=C1)NC(=O)NS(=O)(=O)C=1NC(=CC1)CC (N-[[(4-chlorophenyl)amino]carbonyl]-5-ethyl-2-pyrrolesulfonamide). Isolated yield 5.5%. RXN SMILES: [Cl:1][C:2]1[CH:8]=[CH:7][C:5]([NH2:6])=[CH:4][CH:3]=1.Cl[S:10]([N:13]=[C:14]=[O:15])(=[O:12])=[O:11].[CH2:16]([C:18]1[NH:19][CH:20]=[CH:21][CH:22]=1)[CH3:17]>O1CCCC1>[Cl:1][C:2]1[CH:8]=[CH:7][C:5]([NH:6][C:14]([NH:13][S:10]([C:20]2[NH:19][C:18]([CH2:16][CH3:17])=[CH:22][CH:21]=2)(=[O:12])=[O:11])=[O:15])=[CH:4][CH:3]=1. Procedure details: 4-Chloroaniline (4.5 g, 35.4 mmole) was combined with tetrahydrofuran (80 ml) under nitrogen and cooled to -78° C. Chlorosulfonyl isocyanate (3.0 ml, 35.4 mmole) was added and the mixture stirred 1 hour at -78° C. 2-Ethylpyrrole (3.66 g, 38.9 mmole) was added and the mixture allowed to warm to room temperature and then stirred for 2 hours. The reaction was quenched with water and then concentrated. The residue was dissolved in methylene chloride (100 ml) which was extracted with three 100 ml por... Reactants: N(=O)[O-].[Na+] (sodium nitrite), [I-].[K+] (potassium iodide), BrC1=CC(=C(N)C(=C1)C)C (4-bromo-2,6-dimethylaniline), S(O)(O)(=O)=O (sulphuric acid). The solvent is O (water), O (water), O (water). Run at temperature 60 celsius, time 30 minute. Product: BrC1=CC(=C(C(=C1)C)I)C (4-bromo-2,6-dimethyl-1-iodo benzene). The yield is 65.2%. Reaction SMILES: [Br:1][C:2]1[CH:8]=[C:7]([CH3:9])[C:5](N)=[C:4]([CH3:10])[CH:3]=1.S(=O)(=O)(O)O.N([O-])=O.[Na+].[I-:20].[K+]>O>[Br:1][C:2]1[CH:8]=[C:7]([CH3:9])[C:5]([I:20])=[C:4]([CH3:10])[CH:3]=1 |f:2.3,4.5|. Reported procedure: To a stirred mixture of 4-bromo-2,6-dimethylaniline (75 g, 0.37 mol) in distilled water (75 ml) is added concentrated sulphuric acid (75 ml), followed by brief heating to 60° C. for 1 hour until dissolution is complete. The mixture is allowed to cool to room temperature then further cooled to approximately 0° C. in an ice/salt bath. To this slurry is added an aqueous solution of sodium nitrite (25.33 g, 0.36 mol) in distilled water (126 ml) dropwise over 15 minutes, maintaining the temperature b...